Task: describe an organic reaction: reactants, conditions, products, and yield. Dataset: the Open Reaction Database (ORD), a public repository of structured organic reaction records Starting materials: ClC=1N=C(C2=C(N1)N(C=C2C2=CC=C(C(=O)NC)C=C2)COCC[Si](C)(C)C)OC2CC(C2)C#N (4-(2-chloro-4-(3-cyanocyclobutoxy)-7-((2-(trimethylsilyl)ethoxy)methyl)-7H-pyrrolo[2,3-d]pyrimidin-5-yl)-N-methylbenzamide), NC1=C(C=C(C(=O)NC2COC2)C=C1)OC (4-amino-3-methoxy-N-(oxetan-3-yl)benzamide), C1(=CC=CC=C1)P(C1=C(C2=CC=CC=C2C=C1)C1=C(C=CC2=CC=CC=C12)P(C1=CC=CC=C1)C1=CC=CC=C1)C1=CC=CC=C1 (2,2′-Bis(diphenylphosphino)-1,1′-binapthalene), C([O-])([O-])=O.[Cs+].[Cs+] (cesium carbonate). Reagents/catalysts: C(C)(=O)[O-].[Pd+2].C(C)(=O)[O-] (palladium acetate). Run in O1CCOCC1 (1,4-dioxane). Conditions: temperature 110 celsius. Yields the product C(#N)C1CC(C1)OC=1C2=C(N=C(N1)NC1=C(C=C(C(=O)NC3COC3)C=C1)OC)N(C=C2C2=CC=C(C=C2)C(NC)=O)COCC[Si](C)(C)C (4-((4-(3-Cyanocyclobutoxy)-5-(4-(methylcarbamoyl)phenyl)-7-((2-(trimethylsilyl)ethoxy)methyl)-7H-pyrrolo[2,3-d]pyrimidin-2-yl)amino)-3-methoxy-N-(oxetan-3-yl)benzamide). Isolated yield 55.0%. As a reaction SMILES: Cl[C:2]1[N:3]=[C:4]([O:29][CH:30]2[CH2:33][CH:32]([C:34]#[N:35])[CH2:31]2)[C:5]2[C:10]([C:11]3[CH:20]=[CH:19][C:14]([C:15]([NH:17][CH3:18])=[O:16])=[CH:13][CH:12]=3)=[CH:9][N:8]([CH2:21][O:22][CH2:23][CH2:24][Si:25]([CH3:28])([CH3:27])[CH3:26])[C:6]=2[N:7]=1.[NH2:36][C:37]1[CH:49]=[CH:48][C:40]([C:41]([NH:43][CH:44]2[CH2:47][O:46][CH2:45]2)=[O:42])=[CH:39][C:38]=1[O:50][CH3:51].C1(P(C2C=CC=CC=2)C2C=CC3C(=CC=CC=3)C=2C2C3C(=CC=CC=3)C=CC=2P(C2C=CC=CC=2)C2C=CC=CC=2)C=CC=CC=1.C(=O)([O-])[O-].[Cs+].[Cs+]>O1CCOCC1.C([O-])(=O)C.[Pd+2].C([O-])(=O)C>[C:34]([CH:32]1[CH2:33][CH:30]([O:29][C:4]2[C:5]3[C:10]([C:11]4[CH:20]=[CH:19][C:14]([C:15](=[O:16])[NH:17][CH3:18])=[CH:13][CH:12]=4)=[CH:9][N:8]([CH2:21][O:22][CH2:23][CH2:24][Si:25]([CH3:28])([CH3:27])[CH3:26])[C:6]=3[N:7]=[C:2]([NH:36][C:37]3[CH:49]=[CH:48][C:40]([C:41]([NH:43][CH:44]4[CH2:45][O:46][CH2:47]4)=[O:42])=[CH:39][C:38]=3[O:50][CH3:51])[N:3]=2)[CH2:31]1)#[N:35] |f:3.4.5,7.8.9|. Reported procedure: A mixture of 4-(2-chloro-4-(3-cyanocyclobutoxy)-7-((2-(trimethylsilyl)ethoxy)methyl)-7H-pyrrolo[2,3-d]pyrimidin-5-yl)-N-methylbenzamide (1 equiv), 4-amino-3-methoxy-N-(oxetan-3-yl)benzamide (1.2 equiv), 2,2′-Bis(diphenylphosphino)-1,1′-binapthalene (0.2 equiv), cesium carbonate (5 equiv), and palladium acetate (0.1 equiv) in 1,4-dioxane (0.2 M) was purged with nitrogen and sealed. The reaction mixture was heated to 110° C. for 2 h. The reaction was filtered and solvents were removed under reduce... The reactants are C1=CC=CC2=C(C3=CC=CC=C3C(=C12)C=O)C=O (9,10-anthracenedicarboxaldehyde), NNC(=S)N (thiosemicarbazide), C(C)O (ethanol). Solvent: C(C)(=O)O (acetic acid). Reaction conditions: time 8 hour. The product is N(NC(=S)N)=CC=1C2=CC=CC=C2C(=C2C=CC=CC12)C=NNC(=S)N (9,10-Anthracenedicarboxaldehyde bis(thiosemicarbazone)). RXN SMILES: [CH:1]1[C:14]2[C:5](=[C:6]([CH:17]=O)[C:7]3[C:12]([C:13]=2[CH:15]=O)=[CH:11][CH:10]=[CH:9][CH:8]=3)[CH:4]=[CH:3][CH:2]=1.[NH2:19][NH:20][C:21]([NH2:23])=[S:22].C(O)C>C(O)(=O)C>[N:19](=[CH:15][C:13]1[C:14]2[C:5]([C:6]([CH:17]=[N:19][NH:20][C:21]([NH2:23])=[S:22])=[C:7]3[C:12]=1[CH:11]=[CH:10][CH:9]=[CH:8]3)=[CH:4][CH:3]=[CH:2][CH:1]=2)[NH:20][C:21]([NH2:23])=[S:22]. Procedure: A mixture of 2.34 g. of 9,10-anthracenedicarboxaldehyde and 3.65 g. of thiosemicarbazide in 250 ml. of absolute ethanol containing 2.0 ml. of glacial acetic acid is heated on a steam bath for 24 hours, allowed to cool and then let stand overnight. The solid is collected, washed with absolute ethanol, dried and recrystallized from aqueous dimethylformamide giving the desired product as orange crystals, m.p. 275°-277° C. Reactants: FC(C=1C=C(C=C(C1)C(F)(F)F)C1=CC(=NN1C1=CC(=CC=C1)Cl)C(=O)O)(F)F (5-[3,5-Bis(trifluoromethyl)phenyl]-1-(3-chlorophenyl)-1H-pyrazole-3-carboxylic acid), ClC=1C=C(C=CC1F)N1N=C(C=C1C1=CC(=CC(=C1)F)Cl)C(=O)N1CNC(C1)=O (1-{[1-(3-Chloro-4-fluorophenyl)-5-(3-chloro-5-fluorophenyl)-1H-pyrazol-3-yl]carbonyl}imidazolidin-4-one). Product: FC(C=1C=C(C=C(C1)C(F)(F)F)C1=CC(=NN1C1=CC(=CC=C1)Cl)C(=O)N1CNC(C1)=O)(F)F (1-({5-[3,5-Bis(trifluoromethyl)phenyl]-1-(3-chlorophenyl)-1H-pyrazol-3-yl}carbonyl)imidazolidin-4-one). As a reaction SMILES: [F:1][C:2]([F:29])([F:28])[C:3]1[CH:4]=[C:5]([C:13]2[N:17]([C:18]3[CH:23]=[CH:22][CH:21]=[C:20]([Cl:24])[CH:19]=3)[N:16]=[C:15]([C:25]([OH:27])=O)[CH:14]=2)[CH:6]=[C:7]([C:9]([F:12])([F:11])[F:10])[CH:8]=1.ClC1C=C(N2C(C3C=C(F)C=C(Cl)C=3)=CC(C([N:53]3[CH2:57][C:56](=[O:58])[NH:55][CH2:54]3)=O)=N2)C=CC=1F>>[F:11][C:9]([F:12])([F:10])[C:7]1[CH:6]=[C:5]([C:13]2[N:17]([C:18]3[CH:23]=[CH:22][CH:21]=[C:20]([Cl:24])[CH:19]=3)[N:16]=[C:15]([C:25]([N:53]3[CH2:57][C:56](=[O:58])[NH:55][CH2:54]3)=[O:27])[CH:14]=2)[CH:4]=[C:3]([C:2]([F:1])([F:28])[F:29])[CH:8]=1. Procedure: The preparation of the title compound takes place starting from the compound of Example 103A in analogy to the synthesis of the compound of Example 1. 26 mg (72% of theory) of the title compound are obtained. Reactants: BrC=1C=CC(=NC1)C(=O)OC (methyl 5-bromopicolinate), CC1(OC(OC1(C)C)C1=CCN(CC1)C(=O)OC(C)(C)C)C (tert-butyl 4-(4,4,5,5-tetramethyl-1,3-dioxolan-2-yl)-5,6-dihydropyridine-1(2H)-carboxylate), C(=O)([O-])[O-].[K+].[K+] (K2CO3). The reagents and catalysts are C1=CC=C(C=C1)P([C-]2C=CC=C2)C3=CC=CC=C3.C1=CC=C(C=C1)P([C-]2C=CC=C2)C3=CC=CC=C3.Cl[Pd]Cl.[Fe+2] (PdCl2(dppf)2). Solvent: CN(C)C=O (DMF). Reaction conditions: temperature 140 celsius. The product is C(C)(C)(C)OC(=O)N1CCC(=CC1)C=1C=CC(=NC1)C(=O)OC (methyl 5-(1-(tert-butoxycarbonyl)-1,2,3,6-tetrahydropyridin-4-yl)picolinate). The yield is 64.4%. Reaction SMILES: Br[C:2]1[CH:3]=[CH:4][C:5]([C:8]([O:10][CH3:11])=[O:9])=[N:6][CH:7]=1.CC1(C)C(C)(C)OC([C:20]2[CH2:25][CH2:24][N:23]([C:26]([O:28][C:29]([CH3:32])([CH3:31])[CH3:30])=[O:27])[CH2:22][CH:21]=2)O1.C([O-])([O-])=O.[K+].[K+]>C1C=CC(P(C2C=CC=CC=2)[C-]2C=CC=C2)=CC=1.C1C=CC(P(C2C=CC=CC=2)[C-]2C=CC=C2)=CC=1.Cl[Pd]Cl.[Fe+2].CN(C=O)C>[C:29]([O:28][C:26]([N:23]1[CH2:22][CH:21]=[C:20]([C:2]2[CH:3]=[CH:4][C:5]([C:8]([O:10][CH3:11])=[O:9])=[N:6][CH:7]=2)[CH2:25][CH2:24]1)=[O:27])([CH3:32])([CH3:30])[CH3:31] |f:2.3.4,5.6.7.8|. Procedure: To a microwave vial was charged with methyl 5-bromopicolinate (250 mg, 1.22 mmol), tert-butyl 4-(4,4,5,5-tetramethyl-1,3-dioxolan-2-yl)-5,6-dihydropyridine-1(2H)-carboxylate (393 mg, 1.34 mmol), K2CO3 (400 mg, 3.03 mmol), and 3 mL of DMF. The vial was then flushed with argon while PdCl2(dppf)2 (42 mg, 0.060 mmol) was added. The resulting mixture was then capped and heated at 140° C. for 10 min in a microwave reactor. LC-MS indicated that the reaction was complete. The reaction mixture was then p... Reactants: Cc1ccc(Br)c(C(=O)Nc2ccn(C)n2)n1, Cn1nccc1N. The product is Cc1ccc(Nc2ccnn2C)c(C(=O)Nc2ccn(C)n2)n1. Reaction SMILES: [CH3:1][n:2]1[n:3][c:4]([NH:7][C:8](=[O:9])[c:10]2[n:11][c:12]([CH3:17])[cH:13][cH:14][c:15]2[Br:16])[cH:5][cH:6]1.[NH2:18][c:19]1[cH:20][cH:21][n:22][n:23]1[CH3:24]>>[CH3:1][n:2]1[n:3][c:4]([NH:7][C:8](=[O:9])[c:10]2[n:11][c:12]([CH3:17])[cH:13][cH:14][c:15]2[NH:18][c:19]2[cH:20][cH:21][n:22][n:23]2[CH3:24])[cH:5][cH:6]1. Reactants: O=C(O)Cc1ccc2c(c1)OCO2, CC(C)Nc1ccccc1. The reagents and catalysts are C1CCC(CC1)N=C=NC2CCCCC2 (DCC), CN(C)C1=CC=NC=C1 (DMAP). Solvent: CN(C)C=O (DMF), CN(C)C=O (DMF), CN(C)C=O (DMF), CN(C)C=O (DMF), CN(C)C=O (DMF), CN(C)C=O (DMF). Conditions: temperature 25 celsius, time 2 hour. Yields the product CC(C)N(C(=O)Cc1ccc2c(c1)OCO2)c1ccccc1. Yield: 3.5%. RXN SMILES: CC(C)Nc1ccccc1.O=C(O)Cc1ccc2c(c1)OCO2.C1CCC(CC1)N=C=NC2CCCCC2.CN(C)C1=CC=NC=C1.CN(C)C=O>>CC(C)N(C(=O)Cc1ccc2c(c1)OCO2)c1ccccc1. Reaction SMILES: [CH2:1]([CH3:2])[n:3]1[c:4]([CH3:20])[c:5]([C:14]([C:15]([F:16])([F:17])[F:18])=[O:19])[c:6]2[cH:7][cH:8][c:9]([O:12][CH3:13])[cH:10][c:11]12.[CH3:24][CH2:25][OH:26].[ClH:23].[K+:22].[OH-:21].[OH2:27]>>[CH2:1]([CH3:2])[n:3]1[c:4]([CH3:20])[c:5]([C:14]([OH:19])=[O:21])[c:6]2[cH:7][cH:8][c:9]([O:12][CH3:13])[cH:10][c:11]12. Reactants: CCn1c(C)c(C(=O)C(F)(F)F)c2ccc(OC)cc21, CCO, Cl, [K+], [OH-], O. Product: CCn1c(C)c(C(=O)O)c2ccc(OC)cc21. The reactants are Cl.OC=1C(=C(C=CC1O)C(CNC1(CCCC1)C)=O)OC (1-(3,4-dihydroxy-2-methoxyphenyl)-2-(1-methylcyclopentylamino)ethanone hydrochloride), CO (methanol). Reagents/catalysts: [Pt](=O)=O (platinum(IV) oxide). Product: OC(CNC1(CCCC1)C)C=1C(=C(C(=CC1)O)O)OC (4-[1-hydroxy-2-(1-methylcyclopentylamino)ethyl]-3-methoxybenzene-1,2-diol), C(C1=CC=CC=C1)(=O)[O-] (benzoate). Reaction SMILES: Cl.[OH:2][C:3]1[C:4]([O:20][CH3:21])=[C:5]([C:10](=[O:19])[CH2:11][NH:12][C:13]2([CH3:18])[CH2:17][CH2:16][CH2:15][CH2:14]2)[CH:6]=[CH:7][C:8]=1[OH:9].C[OH:23]>[Pt](=O)=O>[OH:19][CH:10]([C:5]1[C:4]([O:20][CH3:21])=[C:3]([OH:2])[C:8]([OH:9])=[CH:7][CH:6]=1)[CH2:11][NH:12][C:13]1([CH3:18])[CH2:14][CH2:15][CH2:16][CH2:17]1.[C:10]([O-:19])(=[O:23])[C:5]1[CH:4]=[CH:3][CH:8]=[CH:7][CH:6]=1 |f:0.1|. Procedure details: 5 g of 1-(3,4-dihydroxy-2-methoxyphenyl)-2-(1-methylcyclopentylamino)ethanone hydrochloride is hydrogenated with 0.2 g of platinum(IV) oxide in 200 mL methanol. The catalyst is suction filtered and the solvent is distilled off under reduced pressure. The residue remaining is dissolved in ethanol and combined with 5 g of sodium benzoate. The title compound is isolated in the form of its benzoate. Yield: 4.5 g (70.5%; benzoate); melting point: 179° C.-180° C. The reactants are C(=O)NC=1SC=C(N1)C(C(=O)NC1[C@@H]2N(C(=C(CS2)CSC2=CN=NN2)C(=O)O)C1=O)=NOCCNC(=O)OC(C)(C)C (7-[2-(2-formamidothiazol-4-yl)-2-(2-tert-butoxycarbonylaminoethoxyimino)acetamido]-3-(1H-1,2,3-triazol-5-yl)thiomethyl-3-cephem-4-carboxylic acid), Cl (hydrochloric acid). Yields the product NC=1SC=C(N1)C(C(=O)NC1[C@@H]2N(C(=C(CS2)CSC2=CN=NN2)C(=O)O)C1=O)=NOCCN (7-[2-(2-aminothiazol-4-yl)-2-(aminoethoxyimino)acetamido]-3-(1H-1,2,3-triazol-5-yl)thiomethyl-3-cephem-4-carboxylic acid). The yield is 41.5%. As a reaction SMILES: C([NH:3][C:4]1[S:5][CH:6]=[C:7]([C:9](=[N:32][O:33][CH2:34][CH2:35][NH:36]C(OC(C)(C)C)=O)[C:10]([NH:12][CH:13]2[C:30](=[O:31])[N:15]3[C:16]([C:27]([OH:29])=[O:28])=[C:17]([CH2:20][S:21][C:22]4[NH:26][N:25]=[N:24][CH:23]=4)[CH2:18][S:19][C@H:14]23)=[O:11])[N:8]=1)=O.Cl>>[NH2:3][C:4]1[S:5][CH:6]=[C:7]([C:9](=[N:32][O:33][CH2:34][CH2:35][NH2:36])[C:10]([NH:12][CH:13]2[C:30](=[O:31])[N:15]3[C:16]([C:27]([OH:29])=[O:28])=[C:17]([CH2:20][S:21][C:22]4[NH:26][N:25]=[N:24][CH:23]=4)[CH2:18][S:19][C@H:14]23)=[O:11])[N:8]=1. Reported procedure: 7-[2-(2-formamidothiazol-4-yl)-2-(2-tert-butoxycarbonylaminoethoxyimino)acetamido]-3-(1H-1,2,3-triazol-5-yl)thiomethyl-3-cephem-4-carboxylic acid (syn isomer, 2.1 g.) was treated with conc. hydrochloric acid (1.3 g.) in a similar manner to that of Example 21-(2) to give 7-[2-(2-aminothiazol-4-yl)-2-(aminoethoxyimino)acetamido]-3-(1H-1,2,3-triazol-5-yl)thiomethyl-3-cephem-4-carboxylic acid (syn isomer, 0.7 g.).